The task is: describe an organic reaction: reactants, conditions, products, and yield. This data is from the Open Reaction Database (ORD), a public repository of structured organic reaction records. Reactants: [Br-], C1CCOC1, COc1ccccc1[Mg+], N#Cc1cccc(-c2ccncc2C=O)c1. Product: COc1ccccc1C(O)c1cnccc1-c1cccc(C#N)c1. Reaction SMILES: [Br-:17].[CH2:27]1[O:28][CH2:29][CH2:30][CH2:31]1.[CH3:18][O:19][c:20]1[c:21]([Mg+:26])[cH:22][cH:23][cH:24][cH:25]1.[CH:1](=[O:2])[c:3]1[cH:4][n:5][cH:6][cH:7][c:8]1-[c:9]1[cH:10][c:11]([C:12]#[N:13])[cH:14][cH:15][cH:16]1>>[CH:1]([OH:2])([c:3]1[cH:4][n:5][cH:6][cH:7][c:8]1-[c:9]1[cH:10][c:11]([C:12]#[N:13])[cH:14][cH:15][cH:16]1)[c:21]1[c:20]([O:19][CH3:18])[cH:25][cH:24][cH:23][cH:22]1. The reactants are C1(CCC(=O)O1)=O (succinic anhydride), C(CO)C#N (ethylene cyanohydrin), N,N-dimethylaminopyridine. Run in C1(=CC=CC=C1)C (toluene). Yields the product C(#N)CCOC(CCC(=O)O)=O (4-(2-cyanoethoxy)-4-oxobutanoic acid). The yield is 101.8%. RXN SMILES: [C:1]1(=[O:7])[O:6][C:4](=[O:5])[CH2:3][CH2:2]1.[CH2:8]([C:11]#[N:12])[CH2:9][OH:10]>C1(C)C=CC=CC=1>[C:11]([CH2:8][CH2:9][O:10][C:4](=[O:5])[CH2:3][CH2:2][C:1]([OH:6])=[O:7])#[N:12]. Procedure details: 5.00 g (50 mmol) of succinic anhydride, 3.55 g (50 mmol) of ethylene cyanohydrin and 61 mg (0.5 mmol) of N,N-dimethylaminopyridine were dissolved in 40 mL of toluene, and heated under reflux for 10 hours. After the reaction, the reaction liquid was concentrated under reduced pressure to give 8.71 g of 4-(2-cyanoethoxy)-4-oxobutanoic acid as a mixture. Starting materials: C(CC1=CC=CC=C1)Br (Phenethyl bromide), CC1CSC=2C13C(N=CC2)=CC=CC3C3=CC=CC=C3 (3-Methyl-4-phenyl-1,2,3,4-tetrahydro-benzo(b)-thieno[3,2-c]-pyridine), Cl (Hydrochloride). Run in C(C)(C)O.CO (isopropanol methanol). The product is CC1C(SC=2C13C(N=CC2)=CC=CC3C3=CC=CC=C3)CCC3=CC=CC=C3 (3-Methyl-2-phenethyl-4-phenyl-1,2,3,4-tetrahydro-benzo(b)-thieno[3,2-c]pyridine). RXN SMILES: [CH2:1](Br)[CH2:2][C:3]1[CH:8]=[CH:7][CH:6]=[CH:5][CH:4]=1.[CH3:10][CH:11]1[C:15]23[CH:23]([C:24]4[CH:29]=[CH:28][CH:27]=[CH:26][CH:25]=4)[CH:22]=[CH:21][CH:20]=[C:16]2[N:17]=[CH:18][CH:19]=[C:14]3[S:13][CH2:12]1.Cl>C(O)(C)C.CO>[CH3:10][CH:11]1[C:15]23[CH:23]([C:24]4[CH:25]=[CH:26][CH:27]=[CH:28][CH:29]=4)[CH:22]=[CH:21][CH:20]=[C:16]2[N:17]=[CH:18][CH:19]=[C:14]3[S:13][CH:12]1[CH2:1][CH2:2][C:3]1[CH:8]=[CH:7][CH:6]=[CH:5][CH:4]=1 |f:3.4|. Reported procedure: Phenethyl bromide is condensed with 3-methyl-4-phenyl-1,2,3,4-tetrahydro-benzo(b)thieno[3,2-c]pyridine (Example 2) according to the procedure described in Example 6. Hydrochloride: white crytals, m.p. 210° C. (isopropanol-methanol); Yield : 72%. Starting materials: FC1=C(C=CC=C1)C1=CC=CC=C1 (2-fluorobiphenyl), C(C)(=O)Cl (acetyl chloride), O (water), [Cl-].[Al+3].[Cl-].[Cl-] (aluminum chloride). Solvent: C(Cl)Cl (methylene chloride), C(Cl)Cl (methylene chloride). Run at time 4 hour. Yields the product FC1=C(C=CC=C1)C1=CC=C(C=C1)C(C)=O (1-(2'-fluoro-biphenyl-4-yl)-ethanone). As a reaction SMILES: [Cl-].[Al+3].[Cl-].[Cl-].[F:5][C:6]1[CH:11]=[CH:10][CH:9]=[CH:8][C:7]=1[C:12]1[CH:17]=[CH:16][CH:15]=[CH:14][CH:13]=1.[C:18](Cl)(=[O:20])[CH3:19].O>C(Cl)Cl>[F:5][C:6]1[CH:11]=[CH:10][CH:9]=[CH:8][C:7]=1[C:12]1[CH:13]=[CH:14][C:15]([C:18](=[O:20])[CH3:19])=[CH:16][CH:17]=1 |f:0.1.2.3|. Reported procedure: Under a nitrogen atmosphere, methylene chloride (100 ml) was added to aluminum chloride (20.1 g) and then, to thereto was added dropwise at room temperature a solution obtained by dissolving 2-fluorobiphenyl (20.0 g) and acetyl chloride (10.7 ml) in methylene chloride (100 ml). After stirring for 4 hours, a small amount of water was added to the reaction mixture, and then the mixture was subjected to extraction with chloroform. The organic layer was dried over sodium sulfate and then concentrate... Starting materials: C(#CC)[Mg]Br (1-propynylmagnesium bromide), C(C1=CC=CC=C1)OC=1C=C(C=O)C=CC1 (3-benzyloxybenzaldehyde). Solvent: C1CCOC1 (THF). Reaction conditions: temperature -78 celsius, time 30 minute. Product: C(C1=CC=CC=C1)OC=1C=C(C=CC1)C(C#CC)O (1-(3-(Benzyloxy)phenyl)but-2-yn-1-ol). Yield: 97.2%. Reaction SMILES: [C:1]([Mg]Br)#[C:2][CH3:3].[CH2:6]([O:13][C:14]1[CH:15]=[C:16]([CH:19]=[CH:20][CH:21]=1)[CH:17]=[O:18])[C:7]1[CH:12]=[CH:11][CH:10]=[CH:9][CH:8]=1>C1COCC1>[CH2:6]([O:13][C:14]1[CH:15]=[C:16]([CH:17]([OH:18])[C:1]#[C:2][CH3:3])[CH:19]=[CH:20][CH:21]=1)[C:7]1[CH:8]=[CH:9][CH:10]=[CH:11][CH:12]=1. Procedure: A 1 L round bottom flask was charged with 1-propynylmagnesium bromide (0.5 M in THF) (available from Aldrich) (245 mL, 123 mmol) and cooled to −78° C. To the cold slurry was added a solution of 3-benzyloxybenzaldehyde (available from Aldrich) (20.0 g, 94.2 mmol) in THF (30 mL) over 15 minutes. The mixture was stirred for 30 minutes at −78° C., the cooling bath was removed, and stirring was continued for 1 hour at ambient temperature. The reaction was quenched with saturated aqueous ammonium chlo... Starting materials: O=C1C=2C=CC(NC2CCC1)=O (5,6,7,8-tetrahydro-5-oxo-2(1H)-quinolinone), [H-].[Li+] (lithium hydride), BrCCCCCC (1-Bromohexane). The solvent is CN(C=O)C (dimethylformamide). Reaction conditions: temperature 25 celsius, time 3 hour. Product: 4.6, C(CCCCC)N1C(C=CC=2C(CCCC12)=O)=O (1-hexyl-5,6,7,8-tetrahydro-5-oxo-2(1H)-quinolinone). The yield is 31.0%. Reaction SMILES: [O:1]=[C:2]1[CH2:11][CH2:10][CH2:9][C:8]2[NH:7][C:6](=[O:12])[CH:5]=[CH:4][C:3]1=2.[H-].[Li+].Br[CH2:16][CH2:17][CH2:18][CH2:19][CH2:20][CH3:21]>CN(C)C=O>[CH2:16]([N:7]1[C:8]2[CH2:9][CH2:10][CH2:11][C:2](=[O:1])[C:3]=2[CH:4]=[CH:5][C:6]1=[O:12])[CH2:17][CH2:18][CH2:19][CH2:20][CH3:21] |f:1.2|. Procedure: A mixture of 5,6,7,8-tetrahydro-5-oxo-2(1H)-quinolinone (10.0 g), lithium hydride (0.78 g), and dimethylformamide (400 ml) was stirred for 3 hrs at 25° C., under nitrogen. 1-Bromohexane (10.6 g) was added and the mxture was stirred for an additional eighteen hrs. The reaction mixture was concentrated and the residue was partitioned between ethyl acetate and water. The layers were separted and the aqueous layer was extracted with ethyl acetate. The combined organic extracts were washed with water...